This data is from the Open Reaction Database (ORD), a public repository of structured organic reaction records. The task is: describe an organic reaction: reactants, conditions, products, and yield Starting materials: Cl (hydrochloric acid), C(CC=CC)(=O)Cl (3-pentenoylchloride), C=CC=C (butadiene). Run in O (water). Product: C=CC=C (butadiene), C(C=CCC)(=O)Cl (pentenoylchloride). Reaction SMILES: [C:1]([Cl:7])(=[O:6])[CH2:2][CH:3]=[CH:4][CH3:5].C=CC=C.Cl>O>[CH2:1]=[CH:2][CH:3]=[CH2:4].[C:1]([Cl:7])(=[O:6])[CH:2]=[CH:3][CH2:4][CH3:5]. Reported procedure: combining 3-pentenoylchloride with water, butadiene, and hydrochloric acid to form a mixture where the ratio of butadiene to pentenoylchloride is 1:1 to 6:1 and the molar ratio of water to 3-pentenoylchloride is 1:1 to 15:1, and reacting this mixture at a temperature in the range of about 0 degrees C. to 100 degrees C., preferably 30 to 50 degrees C., and at a pressure of about 50 to 600 psig to form a two phase mixture comprising an organic phase containing 3-pentenoic acid, chlorovaleric acid,...